This data is from the Open Reaction Database (ORD), a public repository of structured organic reaction records. The task is: describe an organic reaction: reactants, conditions, products, and yield Reactants: C(C)(C)OC1=C(C=NC2=CC=C(N=C12)C=C1C(N=C(S1)NCC=1SC=CC1)=O)C#N (4-isopropoxy-6-{4-oxo-2-[(thiophen-2-ylmethyl)-amino]-4H-thiazol-5-ylidenemethyl}-[1,5]naphthyridine-3-carbonitrile), C(=O)(C)O[Na] (AcONa), C(C)(C)OC=1C=CN=C2C=CC(=NC12)C=C1C(N=C(S1)NC1C(C1)C1=CC=CC=C1)=O (5-(8-isopropoxy-[1,5]naphthyridin-2-ylmethylene)-2-(2-phenyl-cyclopropylamino)-thiazol-4-one). Run in CC(=O)O (AcOH). Run at temperature 100 celsius. Yields the product C(C)(C)OC=1C=CN=C2C=CC(=NC12)C=C1C(N=C(S1)NCC=1SC=CC1)=O (5-(8-isopropoxy-[1,5]naphthyridin-2-ylmethylene)-2-[(thiophen-2-ylmethyl)-amino]-thiazol-4-one). Yield: 45.4%. RXN SMILES: [CH:1]([O:4][C:5]1[C:14]2[C:9](=[CH:10][CH:11]=[C:12]([CH:15]=[C:16]3[S:20][C:19]([NH:21][CH2:22][C:23]4[S:24][CH:25]=[CH:26][CH:27]=4)=[N:18][C:17]3=[O:28])[N:13]=2)[N:8]=[CH:7][C:6]=1C#N)([CH3:3])[CH3:2].C(O[Na])(C)=O.C(OC1C=CN=C2C=1N=C(C=C1SC(NC3CC3C3C=CC=CC=3)=NC1=O)C=C2)(C)C>CC(O)=O>[CH:1]([O:4][C:5]1[CH:6]=[CH:7][N:8]=[C:9]2[C:14]=1[N:13]=[C:12]([CH:15]=[C:16]1[S:20][C:19]([NH:21][CH2:22][C:23]3[S:24][CH:25]=[CH:26][CH:27]=3)=[N:18][C:17]1=[O:28])[CH:11]=[CH:10]2)([CH3:3])[CH3:2]. Reported procedure: To a mixture of 2-[(thiophen-2-ylmethyl)-amino]-thiazol-4-one one (34.0 mg, 0.16 mmol) (see Example 4), AcONa (160 mg, 1.95 mmol), and 8-isopropoxy-[1,5]naphthyridine-2-carbaldehyde (38.9 mg, 0.18 mmol) (see Example 20) in a sealed tube was added AcOH (0.3 mL). The reaction mixture was heated to 100° C. (oil bath) for 4.5 hrs. The reaction mixture was then cooled to r.t. and triturated with water. The solid was collected by filtration and washed with water, acetone and ether to give 5-(8-isoprop... The reactants are C(C)C=1N(C2=CC=CC(=C2C1C(C(=O)N)=O)OC)CC1=CC=CC=C1 (2-Ethyl-4-methoxy-alpha-oxo-1-(phenylmethyl)-1H-indole-3-acetamide), C(C(=O)Cl)(=O)Cl (Oxalyl chloride), C(C)C=1N(C2=CC=CC(=C2C1)OC)CC1=CC=CC=C1 (2-ethyl-4-methoxy-1-(phenylmethyl)-1H-indole). Procedure: 2-Ethyl-4-methoxy-alpha-oxo-1-(phenylmethyl)-1H-indole-3-acetamide. Oxalyl chloride (0.87 mL, 10 mmol) was added to 2.6 g (9.8 mmol) of 2-ethyl-4-methoxy-1-(phenylmethyl)-1H-indole in 25 mL of methylene chloride, the mixture stirred for 3 hours and concentrated at reduced pressure. The residue was redissolved in 25 mL of methylene chloride, anhydrous ammonia bubbled in for 0.25 hours and the mixture concentrated. The residue was stirred with ethyl acetate/water and the insoluble material filtere... The solvent is C(Cl)Cl (methylene chloride). Isolated yield 36.0%. Conditions: time 3 hour. The product is N1C=C(C2=CC=CC=C12)CC(=O)N (1H-indole-3-acetamide), 2-ethyl-4-methoxy-alpha-oxo-1-phenylmethyl. RXN SMILES: C([C:3]1[N:4](CC2C=CC=CC=2)[C:5]2[C:10]([C:11]=1[C:12](=O)[C:13]([NH2:15])=[O:14])=[C:9](OC)[CH:8]=[CH:7][CH:6]=2)C.C(Cl)(=O)C(Cl)=O.C(C1N(CC2C=CC=CC=2)C2C(C=1)=C(OC)C=CC=2)C>C(Cl)Cl>[NH:4]1[C:5]2[C:10](=[CH:9][CH:8]=[CH:7][CH:6]=2)[C:11]([CH2:12][C:13]([NH2:15])=[O:14])=[CH:3]1. Starting materials: C1(=CC=C(C=C1)OCC(C(C=C)(C)C)=O)C1=CC=CC=C1 (5-(biphenyl-4-yloxy)-3,3-dimethylpent-1-en-4-one), CSC (dimethyl sulphide), S(=O)(=O)(OC)OC (dimethyl sulphate), C[O-].[Na+] (sodium methylate). Solvent: C(C)#N (acetonitrile), C(C)#N (acetonitrile), C(C)#N (acetonitrile). Run at time 4 day. Yields the product C1(=CC=C(C=C1)OCC1(OC1)C(C=C)(C)C)C1=CC=CC=C1 (2-(biphenyl-4-yloxymethyl)-2-(3,3-dimethylprop-1-en-3-yl)-oxirane). The yield is 80.4%. RXN SMILES: CSC.S([O:9][CH3:10])(OC)(=O)=O.[C:11]1([C:26]2[CH:31]=[CH:30][CH:29]=[CH:28][CH:27]=2)[CH:16]=[CH:15][C:14]([O:17][CH2:18][C:19](=O)[C:20]([CH3:24])([CH3:23])[CH:21]=[CH2:22])=[CH:13][CH:12]=1.C[O-].[Na+]>C(#N)C>[C:11]1([C:26]2[CH:27]=[CH:28][CH:29]=[CH:30][CH:31]=2)[CH:12]=[CH:13][C:14]([O:17][CH2:18][C:19]2([C:20]([CH3:24])([CH3:23])[CH:21]=[CH2:22])[CH2:10][O:9]2)=[CH:15][CH:16]=1 |f:3.4|. Procedure: A solution of 41.9 ml (0.567 mol) of dimethyl sulphide in 50 ml of acetonitrile was added dropwise to a solution of 49.4 ml (0.518 mol) of dimethyl sulphate in 250 ml of acetonitrile at 25° C., in the course of 2 hours, with external cooling. After the mixture had stood for 4 days at room temperature, 87.4 g (0.31 mol) of 5-(biphenyl-4-yloxy)-3,3-dimethylpent-1-en-4-one, dissolved in 90 ml of acetonitrile, were stirred in in the course of 1 hour. Thereafter, 31.6 g (0.58 mol) of sodium methylate... Reactants: ClC=1C=C(OC[C@H]2CN(C(O2)=O)[C@H](COC2=CC=C(CC3C(N(C(S3)=O)C(C3=CC=CC=C3)(C3=CC=CC=C3)C3=CC=CC=C3)=O)C=C2)C)C=CC1 (5-[4-{2(S)-[5(R)-(3-chlorophenoxymethyl)-2-oxooxazolidin-3-yl]propoxy}benzyl]-3-triphenylmethylthiazolidine-2,4-dione), FC(C(=O)O)(F)F (trifluoroacetic acid). The solvent is C(Cl)Cl (methylene chloride). The product is ClC=1C=C(OC[C@H]2CN(C(O2)=O)[C@H](COC2=CC=C(CC3C(NC(S3)=O)=O)C=C2)C)C=CC1 (5-[4-{2(S)-[5(R)-(3-Chlorophenoxymethyl)-2-oxooxazolidin-3-yl]propoxy}benzyl]thiazolidine-2,4-dione). Yield: 79.8%. Reaction SMILES: [Cl:1][C:2]1[CH:3]=[C:4]([CH:50]=[CH:51][CH:52]=1)[O:5][CH2:6][C@@H:7]1[O:11][C:10](=[O:12])[N:9]([C@@H:13]([CH3:49])[CH2:14][O:15][C:16]2[CH:48]=[CH:47][C:19]([CH2:20][CH:21]3[S:25][C:24](=[O:26])[N:23](C(C4C=CC=CC=4)(C4C=CC=CC=4)C4C=CC=CC=4)[C:22]3=[O:46])=[CH:18][CH:17]=2)[CH2:8]1.FC(F)(F)C(O)=O>C(Cl)Cl>[Cl:1][C:2]1[CH:3]=[C:4]([CH:50]=[CH:51][CH:52]=1)[O:5][CH2:6][C@@H:7]1[O:11][C:10](=[O:12])[N:9]([C@@H:13]([CH3:49])[CH2:14][O:15][C:16]2[CH:48]=[CH:47][C:19]([CH2:20][CH:21]3[S:25][C:24](=[O:26])[NH:23][C:22]3=[O:46])=[CH:18][CH:17]=2)[CH2:8]1. Procedure details: A procedure similar to that described in Example 1 was repeated, except that 0.73 g of 5-[4-{2(S)-[5(R)-(3-chlorophenoxymethyl)-2-oxooxazolidin-3-yl]propoxy}benzyl]-3-triphenylmethylthiazolidine-2,4-dione (prepared as described in Preparation 37), 4 ml of methylene chloride and 4 ml of trifluoroacetic acid were used, to give 0.39 g of the title compound having a melting point of 55° C. to 60° C. (softening) and having [α]D =-52.4° (methanol, c=0.990). Starting materials: NC1(CC2=CC=CC=C2C1)C(=O)O (2-Amino-indan-2-carboxylic acid), [OH-].[Na+] (NaOH), ClC(=O)OC (Methyl Chloroformate). Run in C(Cl)Cl (CH2Cl2), Cl (HCl), Cl (HCl). Run at time 2 hour. Yields the product COC(=O)NC1(CC2=CC=CC=C2C1)C(=O)O (2-Methoxycarbonylamino-indan-2-carboxylic acid). Yield: 91.3%. RXN SMILES: [NH2:1][C:2]1([C:11]([OH:13])=[O:12])[CH2:10][C:9]2[C:4](=[CH:5][CH:6]=[CH:7][CH:8]=2)[CH2:3]1.[OH-].[Na+].Cl[C:17]([O:19][CH3:20])=[O:18]>C(Cl)Cl.Cl>[CH3:20][O:19][C:17]([NH:1][C:2]1([C:11]([OH:13])=[O:12])[CH2:3][C:4]2[C:9](=[CH:8][CH:7]=[CH:6][CH:5]=2)[CH2:10]1)=[O:18] |f:1.2|. Reported procedure: To a solution of 2-Amino-indan-2-carboxylic acid (0.45 g, 1.63 mmol) in CH2Cl2 (16 mL) was added HCl (in dioxanes, 4 M, 0.41 mL, 1.63 mmol). The solution was stirred at room temperature for 2 h and concentrated to dryness. The crude oil was dissolved in THF (6.5 mL). Aqueous NaOH (6 M, 0.92 mL, 5.5 mmol) and Methyl Chloroformate (0.15 mL, 1.95 mmol) were added and the resulting slurry was stirred at room temperature for 18 h. The reaction was diluted with HCl (1N) and extracted with Et2O (3 time... Starting materials: O=C1C(=C(N=C(N1)N1CCCCC1)C1=CC=C(C=C1)C)C(C(=O)OC)CCC (methyl 2-(6-oxo-2-(piperidin-1-yl)-4-p-tolyl-1,6-dihydropyrimidin-5-yl)pentanoate), [OH-].[Na+] (sodium hydroxide). The solvent is CO (methanol). Yields the product O=C1C(=C(N=C(N1)N1CCCCC1)C1=CC=C(C=C1)C)C(C(=O)O)CCC (2-(6-oxo-2-(piperidin-1-yl)-4-p-tolyl-1,6-dihydropyrimidin-5-yl)pentanoic acid). Reaction SMILES: [O:1]=[C:2]1[NH:7][C:6]([N:8]2[CH2:13][CH2:12][CH2:11][CH2:10][CH2:9]2)=[N:5][C:4]([C:14]2[CH:19]=[CH:18][C:17]([CH3:20])=[CH:16][CH:15]=2)=[C:3]1[CH:21]([CH2:26][CH2:27][CH3:28])[C:22]([O:24]C)=[O:23].[OH-].[Na+]>CO>[O:1]=[C:2]1[NH:7][C:6]([N:8]2[CH2:13][CH2:12][CH2:11][CH2:10][CH2:9]2)=[N:5][C:4]([C:14]2[CH:15]=[CH:16][C:17]([CH3:20])=[CH:18][CH:19]=2)=[C:3]1[CH:21]([CH2:26][CH2:27][CH3:28])[C:22]([OH:24])=[O:23] |f:1.2|. Procedure: This compound is prepared according to general method D from methyl 2-(6-oxo-2-(piperidin-1-yl)-4-p-tolyl-1,6-dihydropyrimidin-5-yl)pentanoate (1 eq), sodium hydroxide 10N (10 eq) in methanol (6 mL/mmol) at 60° C. for 18 h. The reaction mixture is concentrated under reduced pressure, the residue is dissolved in water and extracted with diethyl ether. The pH of the aqueous layer is adjusted between 2 and 3 by addition of a solution of hydrochloric acid 6N. The suspension is extracted twice with e... Reaction conditions: time 30 minute. Yield: 95.8%. Reported procedure: 0.71 ml of trifluoroacetic acid (9.16 mmol) was added to a solution of 167 mg of {(1S,2S,4R)-4-(2,2-dimethylpropylcarbamoyl)-1-[2,2-dimethyl-4-(2-methylphenyl)-5-oxopiperazin-1-ylmethyl]-2-hydroxypentyl}carbamic acid t-butyl ester obtained in Example (85c) (0.31 mmol) in methylene chloride (1.4 ml) at room temperature, and the mixture was stirred at the same temperature for 30 minutes. After concentration under reduced pressure, a saturated sodium bicarbonate aqueous solution was added to the re... Starting materials: C(\C=C\C(=O)O)(=O)O (fumaric acid), CC(CNC([C@@H](C[C@@H]([C@H](CN1C(CN(C(C1)=O)C1=C(C=CC=C1)C)(C)C)N)O)C)=O)(C)C ((2R,4S,5S)-5-amino-6-[2,2-dimethyl-4-(2-methylphenyl)-5-oxopiperazin-1-yl]-4-hydroxy-2-methylhexanoic acid (2,2-dimethylpropyl)amide), FC(C(=O)O)(F)F (trifluoroacetic acid), C(C)(C)(C)OC(N[C@H]([C@H](C[C@@H](C)C(NCC(C)(C)C)=O)O)CN1C(CN(C(C1)=O)C1=C(C=CC=C1)C)(C)C)=O ({(1S,2S,4R)-4-(2,2-Dimethylpropylcarbamoyl)-1-[2,2-dimethyl-4-(2-methylphenyl)-5-oxopiperazin-1-ylmethyl]-2-hydroxypentyl}carbamic acid t-butyl ester). As a reaction SMILES: FC(F)(F)C(O)=O.C(OC(=O)[NH:14][C@@H:15]([CH2:29][N:30]1[CH2:35][C:34](=[O:36])[N:33]([C:37]2[CH:42]=[CH:41][CH:40]=[CH:39][C:38]=2[CH3:43])[CH2:32][C:31]1([CH3:45])[CH3:44])[C@@H:16]([OH:28])[CH2:17][C@H:18]([C:20](=[O:27])[NH:21][CH2:22][C:23]([CH3:26])([CH3:25])[CH3:24])[CH3:19])(C)(C)C.[C:47]([OH:54])(=[O:53])/[CH:48]=[CH:49]/[C:50]([OH:52])=[O:51].[CH3:55][C:56]([CH3:86])([CH3:85])[CH2:57][NH:58][C:59](=[O:84])[C@H:60]([CH3:83])[CH2:61][C@H:62]([OH:82])[C@@H:63]([NH2:81])[CH2:64][N:65]1[CH2:70][C:69](=[O:71])[N:68]([C:72]2[CH:77]=[CH:76][CH:75]=[CH:74][C:73]=2[CH3:78])[CH2:67][C:66]1([CH3:80])[CH3:79]>C(Cl)Cl.CO>[C:47]([OH:54])(=[O:53])/[CH:48]=[CH:49]/[C:50]([OH:52])=[O:51].[CH3:25][C:23]([CH3:24])([CH3:26])[CH2:22][NH:21][C:20](=[O:27])[C@H:18]([CH3:19])[CH2:17][C@H:16]([OH:28])[C@@H:15]([NH2:14])[CH2:29][N:30]1[CH2:35][C:34](=[O:36])[N:33]([C:37]2[CH:42]=[CH:41][CH:40]=[CH:39][C:38]=2[CH3:43])[CH2:32][C:31]1([CH3:44])[CH3:45].[NH2:81][C@@H:63]([CH2:64][N:65]1[CH2:70][C:69](=[O:71])[N:68]([C:72]2[CH:77]=[CH:76][CH:75]=[CH:74][C:73]=2[CH3:78])[CH2:67][C:66]1([CH3:79])[CH3:80])[C@@H:62]([OH:82])[CH2:61][C@@H:60]([CH3:83])[C:59]([NH:58][CH2:57][C:56]([CH3:86])([CH3:85])[CH3:55])=[O:84] |f:6.7.8|. Product: C(\C=C\C(=O)O)(=O)O.CC(CNC([C@@H](C[C@@H]([C@H](CN1C(CN(C(C1)=O)C1=C(C=CC=C1)C)(C)C)N)O)C)=O)(C)C.N[C@H]([C@H](C[C@H](C(=O)NCC(C)(C)C)C)O)CN1C(CN(C(C1)=O)C1=C(C=CC=C1)C)(C)C ((2R,4S,5S)-5-Amino-6-[2,2-dimethyl-4-(2-methylphenyl)-5-oxopiperazin-1-yl]-4-hydroxy-2-methylhexanoic acid (2,2-dimethylpropyl)amide hemifumarate). The solvent is C(Cl)Cl (methylene chloride), CO (methanol). Reactants: compound, ClC1=NC=NC2=CC=C(C=C12)O (4-chloro-6-hydroxy-quinazoline), FC=1C=NC=C(C1)F (3,5-difluoropyridine), NC1=NN(C=C1)C (3-amino-1-methyl-1H-pyrazole). Product: FC=1C=C(C=NC1)OC=1C=C2C(=NC=NC2=CC1)NC1=NN(C=C1)C (6-[(5-Fluoropyridin-3-yl)oxy]-N-(1-methyl-1H-pyrazol-3-yl)quinazolin-4-yl-amine). Reaction SMILES: F[C:2]1[CH:3]=[N:4][CH:5]=[C:6]([F:8])[CH:7]=1.[NH2:9][C:10]1[CH:14]=[CH:13][N:12]([CH3:15])[N:11]=1.Cl[C:17]1[C:26]2[C:21](=[CH:22][CH:23]=[C:24]([OH:27])[CH:25]=2)[N:20]=[CH:19][N:18]=1>>[F:8][C:6]1[CH:7]=[C:2]([O:27][C:24]2[CH:25]=[C:26]3[C:21](=[CH:22][CH:23]=2)[N:20]=[CH:19][N:18]=[C:17]3[NH:9][C:10]2[CH:14]=[CH:13][N:12]([CH3:15])[N:11]=2)[CH:3]=[N:4][CH:5]=1. Procedure details: The compound of Example 119 was manufactured by the same method as in Example 95, by a similar method thereto or by a combination of such a method with a conventional method using 3,5-difluoropyridine, 3-amino-1-methyl-1H-pyrazole and 4-chloro-6-hydroxy-quinazoline. Starting materials: BrC1=C(N=C2N1C=CC=C2OCC2=C(C=C(C=C2Br)C(=O)OC)Br)C (3-bromo-8-(2,6-dibromo-4-methoxycarbonylbenzyloxy)-2-methylimidazo[1,2-a]pyridine), CO (methanol), Cl (hydrochloric acid), aqueous solution, [OH-].[Na+] (sodium hydroxide). Run in O1CCCC1 (tetrahydrofuran), O (water). Conditions: temperature 60 celsius, time 1 hour. The product is BrC1=C(N=C2N1C=CC=C2OCC2=C(C=C(C=C2Br)C(=O)O)Br)C (3-bromo-8-(2,6-dibromo-4-carboxybenzyloxy)-2-methylimidazo[1,2-a]pyridine). The yield is 96.7%. Reaction SMILES: [Br:1][C:2]1[N:6]2[CH:7]=[CH:8][CH:9]=[C:10]([O:11][CH2:12][C:13]3[C:18]([Br:19])=[CH:17][C:16]([C:20]([O:22]C)=[O:21])=[CH:15][C:14]=3[Br:24])[C:5]2=[N:4][C:3]=1[CH3:25].CO.[OH-].[Na+].Cl>O.O1CCCC1>[Br:1][C:2]1[N:6]2[CH:7]=[CH:8][CH:9]=[C:10]([O:11][CH2:12][C:13]3[C:18]([Br:19])=[CH:17][C:16]([C:20]([OH:22])=[O:21])=[CH:15][C:14]=3[Br:24])[C:5]2=[N:4][C:3]=1[CH3:25] |f:2.3|. Procedure: To a mixture of 3-bromo-8-(2,6-dibromo-4-methoxycarbonylbenzyloxy)-2-methylimidazo[1,2-a]pyridine (550 mg), methanol (10 ml) and tetrahydrofuran (5 ml) was added 1N aqueous solution of sodium hydroxide (1.135 ml), and the mixture was stirred for 1 hour at 60° C. The reaction mixture was adjusted pH 4 with 1N hydrochloric acid, and water was added thereto. The precipitate was collected by filtration to give 3-bromo-8-(2,6-dibromo-4-carboxybenzyloxy)-2-methylimidazo[1,2-a]pyridine (518 mg).